describe an organic reaction: reactants, conditions, products, and yield From a dataset of the Open Reaction Database (ORD), a public repository of structured organic reaction records. The reactants are CC#N, CCc1nc2cc(CCl)ccc2n1C, Cl, c1c[nH]cn1. As a reaction SMILES: [CH3:21][C:22]#[N:23].[Cl:7][CH2:8][c:9]1[cH:10][c:11]2[c:12]([n:13]([CH3:18])[c:14]([CH2:16][CH3:17])[n:15]2)[cH:19][cH:20]1.[ClH:6].[nH:1]1[cH:2][n:3][cH:4][cH:5]1>>[n:1]1([CH2:8][c:9]2[cH:10][c:11]3[c:12]([n:13]([CH3:18])[c:14]([CH2:16][CH3:17])[n:15]3)[cH:19][cH:20]2)[cH:2][n:3][cH:4][cH:5]1. Yields the product CCc1nc2cc(Cn3ccnc3)ccc2n1C. The reactants are B(F)(F)F.CCOCC (BF3.Et2O), BrC=1C=CC(=C(C1)C(=O)C1=CC=C(C=C1)OCC)Cl ((5-bromo-2-chlorophenyl)(4-ethoxyphenyl)methanone), [SiH](CC)(CC)CC (Et3SiH), [OH-].[K+] (KOH). The solvent is C(Cl)Cl (DCM), CC#N (CH3CN). Reaction conditions: time 8 hour. The product is BrC1=CC(=C(C=C1)Cl)CC1=CC=C(C=C1)OCC (4-bromo-1-chloro-2-(4-ethoxybenzyl)benzene). Yield: 156.4%. As a reaction SMILES: B(F)(F)F.CCOCC.[Br:10][C:11]1[CH:12]=[CH:13][C:14]([Cl:28])=[C:15]([C:17]([C:19]2[CH:24]=[CH:23][C:22]([O:25][CH2:26][CH3:27])=[CH:21][CH:20]=2)=O)[CH:16]=1.[SiH](CC)(CC)CC.[OH-].[K+]>C(Cl)Cl.CC#N>[Br:10][C:11]1[CH:12]=[CH:13][C:14]([Cl:28])=[C:15]([CH2:17][C:19]2[CH:24]=[CH:23][C:22]([O:25][CH2:26][CH3:27])=[CH:21][CH:20]=2)[CH:16]=1 |f:0.1,4.5|. Procedure: At −20° C., BF3.Et2O (0.75 mL) was added slowly into a solution of (5-bromo-2-chlorophenyl)(4-ethoxyphenyl)methanone (2 g) and Et3SiH (2 mL) in dry DCM (5 mL) and CH3CN (10 mL), then the mixture was stirred at room temperature for overnight. 7M KOH was slowly added into the mixture, and then the mixture was extracted with DCM, the organic phases were combined, dried over Na2SO4 and concentrated to obtain the crude product. The crude product was purified by silica-gel column chromatography (PE/EA... The reactants are Br, CCOC(=O)N1CCC(Nc2ccccn2)CC1. Product: c1ccc(NC2CCNCC2)nc1. Reaction SMILES: [BrH:19].[n:1]1[c:2]([NH:7][CH:8]2[CH2:9][CH2:10][N:11]([C:14]([O:15][CH2:16][CH3:17])=[O:18])[CH2:12][CH2:13]2)[cH:3][cH:4][cH:5][cH:6]1>>[n:1]1[c:2]([NH:7][CH:8]2[CH2:9][CH2:10][NH:11][CH2:12][CH2:13]2)[cH:3][cH:4][cH:5][cH:6]1. Reaction SMILES: [K+].[S:2]([C:6]1[CH:14]=[CH:13][C:9]([C:10]([O-:12])=O)=[CH:8][CH:7]=1)([OH:5])(=[O:4])=O.[Cl:15][C:16]1[CH:17]=[C:18]([CH:21]=[CH:22][C:23]=1[C:24]([F:27])([F:26])[F:25])[CH2:19][NH2:20].S(Cl)([Cl:30])=O>>[Cl:15][C:16]1[CH:17]=[C:18]([CH:21]=[CH:22][C:23]=1[C:24]([F:25])([F:26])[F:27])[CH2:19][NH:20][C:10]([C:9]1[CH:8]=[CH:7][C:6]([S:2]([Cl:30])(=[O:4])=[O:5])=[CH:14][CH:13]=1)=[O:12] |f:0.1|. Reported procedure: The title compound was prepared from 4-sulphobenzoic acid monopotassium salt and 3-chloro-4-(trifluoromethyl)benzylamine in 45% yield following the procedure described in Preparation 1. The thionyl chloride solution was heated at reflux for 3 hours. The yield is 45.0%. Reactants: [K+].S(=O)(=O)(O)C1=CC=C(C(=O)[O-])C=C1 (4-sulphobenzoic acid monopotassium salt), ClC=1C=C(CN)C=CC1C(F)(F)F (3-chloro-4-(trifluoromethyl)benzylamine), S(=O)(Cl)Cl (thionyl chloride). The product is ClC=1C=C(CNC(=O)C2=CC=C(C=C2)S(=O)(=O)Cl)C=CC1C(F)(F)F (4-({[3-Chloro-4-(trifluoromethyl)benzyl]amino}carbonyl)benzenesulfonyl chloride). Reactants: [BH4-].[Na+] (sodium borohydride), C(C)C1=CC=2C(C3=CC=CC=C3SC2C(=C1)CC)=O (2,4-diethyl-9H-thioxanthen-9-one), O (water). Solvent: CO (methanol). Conditions: time 1 hour. Product: C(C)C1=CC=2C(C3=CC=CC=C3SC2C(=C1)CC)O (2,4-Diethyl-9-hydroxythioxanthene). Isolated yield 99.3%. RXN SMILES: [CH2:1]([C:3]1[CH:16]=[C:15]([CH2:17][CH3:18])[C:14]2[S:13][C:12]3[C:7](=[CH:8][CH:9]=[CH:10][CH:11]=3)[C:6](=[O:19])[C:5]=2[CH:4]=1)[CH3:2].[BH4-].[Na+].O>CO>[CH2:1]([C:3]1[CH:16]=[C:15]([CH2:17][CH3:18])[C:14]2[S:13][C:12]3[C:7](=[CH:8][CH:9]=[CH:10][CH:11]=3)[CH:6]([OH:19])[C:5]=2[CH:4]=1)[CH3:2] |f:1.2|. Reported procedure: To a stirred solution of 2,4-diethyl-9H-thioxanthen-9-one (20 g, 74.5 mmol) in methanol (400 ml) cooled in an ice bath was added sodium borohydride (8 g, 0.2 mole) portionwise. After 1 hour at room temperature, water (100 ml) was added to the reaction mixture and the precipitate collected and washed with water to give the title compound as a white solid (20 g). The reactants are O=C(O)c1cccc(OCc2ccc(C(F)(F)F)cc2)c1, Nc1ccccc1S(N)(=O)=O, O=S(Cl)Cl, c1ccccc1. Yields the product NS(=O)(=O)c1ccccc1NC(=O)c1cccc(OCc2ccc(C(F)(F)F)cc2)c1. RXN SMILES: [F:1][C:2]([c:3]1[cH:4][cH:5][c:6]([CH2:7][O:8][c:9]2[cH:10][c:11]([C:12](=[O:13])[OH:14])[cH:15][cH:16][cH:17]2)[cH:18][cH:19]1)([F:20])[F:21].[NH2:26][c:27]1[c:28]([S:33](=[O:34])(=[O:35])[NH2:36])[cH:29][cH:30][cH:31][cH:32]1.[S:22]([Cl:23])([Cl:24])=[O:25].[cH:37]1[cH:38][cH:39][cH:40][cH:41][cH:42]1>>[F:1][C:2]([c:3]1[cH:4][cH:5][c:6]([CH2:7][O:8][c:9]2[cH:10][c:11]([C:12](=[O:14])[NH:26][c:27]3[c:28]([S:33](=[O:34])(=[O:35])[NH2:36])[cH:29][cH:30][cH:31][cH:32]3)[cH:15][cH:16][cH:17]2)[cH:18][cH:19]1)([F:20])[F:21].